This data is from the Open Reaction Database (ORD), a public repository of structured organic reaction records. The task is: describe an organic reaction: reactants, conditions, products, and yield Reactants: Cl.FC(C=1C=C(C=CC1)C1(CCNCC1)O)(F)F (4-[3-(trifluromethyl)phenyl]-4-piperidinol hydrochloride), CC1=NC(=C2C(N1)=CC(=N2)C2=CC=CC=C2)Cl (2-methyl-4-chloro-6-phenylpyrrolo[3,2-d]pyrimidine), solid. Yields the product O.Cl.CC=1NC=2C(=C(N1)N1CCC(CC1)(O)C1=CC(=CC=C1)C(F)(F)F)N=C(C2)C2=CC=CC=C2 (1- (2-Methyl-6-phenylpyrrolo[2,3-e]pyrimidine-4-yl)-4-[3-(trifluoromethyl)phenyl]piperidin-4-ol Hydrochloride Hydrate). Reaction SMILES: Cl.[F:2][C:3]([F:18])([F:17])[C:4]1[CH:5]=[C:6]([C:10]2([OH:16])[CH2:15][CH2:14][NH:13][CH2:12][CH2:11]2)[CH:7]=[CH:8][CH:9]=1.[CH3:19][C:20]1[NH:25][C:24]2=[CH:26][C:27]([C:29]3[CH:34]=[CH:33][CH:32]=[CH:31][CH:30]=3)=[N:28][C:23]2=[C:22]([Cl:35])[N:21]=1>>[OH2:16].[ClH:35].[CH3:19][C:20]1[NH:25][C:24]2[C:23]([N:28]=[C:27]([C:29]3[CH:30]=[CH:31][CH:32]=[CH:33][CH:34]=3)[CH:26]=2)=[C:22]([N:13]2[CH2:14][CH2:15][C:10]([C:6]3[CH:7]=[CH:8][CH:9]=[C:4]([C:3]([F:2])([F:17])[F:18])[CH:5]=3)([OH:16])[CH2:11][CH2:12]2)[N:21]=1 |f:0.1,3.4.5|. Reported procedure: The title compound was prepared according to the procedure described in Example 173, using 4-[3-(trifluromethyl)phenyl]-4-piperidinol hydrochloride (Acros Organics) (0.6 g, 2.1 mmol) and 2-methyl-4-chloro-6-phenylpyrrolo[3,2-d]pyrimidine (Example 1e) (0.42 g, 1.73 mmol), as a white solid (0.5 g, 59%). 1H NMR (DMSO-d6; 400 MHz): d 1.83 (d, 2, J=13), 2.18 (t, 2, J=11), 2.59 (s, 3), 3.73 (br s, 2), 4.81 (br s, 2), 5.70 (s, 1), 6.93 (s, 1), 7.49-7.62 (m, 5), 7.83 (d, 1, J=7.6), 7.89 (s, 1), 7.97 (d,... Reactants: FC=1C=C(C=C(C1)SC1=CC=C(C=C1)C(CC)=O)C1(C(OCC1)C)OC (4'-{5-fluoro-3-[(2RS,3SR)-3-methoxy-2-methyltetrahydrofuran-3-yl]phenylthio}propiophenone), Cl.NO (hydroxylamine hydrochloride). The product is FC=1C=C(C=C(C1)SC1=CC=C(C=C1)C(CC)=NO)C1(C(OCC1)C)OC (4'-{5-fluoro-3-[(2RS,3SR)-3-methoxy-2-methyltetrahydrofuran-3-yl]phenylthio}propiophenone oxime). Procedure: Using an analogous procedure that described in Example 66, 4'-{5-fluoro-3-[(2RS,3SR)-3-methoxy-2-methyltetrahydrofuran-3-yl]phenylthio}propiophenone was reacted with hydroxylamine hydrochloride to give 4'-{5-fluoro-3-[(2RS,3SR)-3-methoxy-2-methyltetrahydrofuran-3-yl]phenylthio}propiophenone oxime in 15% yield, m.p. 113°-114° C. As a reaction SMILES: [F:1][C:2]1[CH:3]=[C:4]([C:19]2([O:25][CH3:26])[CH2:23][CH2:22][O:21][CH:20]2[CH3:24])[CH:5]=[C:6]([S:8][C:9]2[CH:14]=[CH:13][C:12]([C:15](=O)[CH2:16][CH3:17])=[CH:11][CH:10]=2)[CH:7]=1.Cl.[NH2:28][OH:29]>>[F:1][C:2]1[CH:3]=[C:4]([C:19]2([O:25][CH3:26])[CH2:23][CH2:22][O:21][CH:20]2[CH3:24])[CH:5]=[C:6]([S:8][C:9]2[CH:14]=[CH:13][C:12]([C:15](=[N:28][OH:29])[CH2:16][CH3:17])=[CH:11][CH:10]=2)[CH:7]=1 |f:1.2|. The yield is 15.0%. Reactants: C1(C=2C(C(=O)O1)=CC=CC2)=O (phthalic anhydride), FC=1C=NC=CC1NN (3-fluoro-4-hydrazinopyridine). The solvent is C(C)(=O)O (acetic acid). Product: FC=1C=NC=CC1NN1C(C2=CC=CC=C2C1=O)=O (2-(3-fluoro-pyridin-4-ylamino)isoindole-1,3-dione). Isolated yield 126.9%. As a reaction SMILES: [C:1]1(=[O:11])[O:6][C:4](=O)[C:3]2=[CH:7][CH:8]=[CH:9][CH:10]=[C:2]12.[F:12][C:13]1[CH:14]=[N:15][CH:16]=[CH:17][C:18]=1[NH:19][NH2:20]>C(O)(=O)C>[F:12][C:13]1[CH:14]=[N:15][CH:16]=[CH:17][C:18]=1[NH:19][N:20]1[C:1](=[O:11])[C:2]2[C:3](=[CH:7][CH:8]=[CH:9][CH:10]=2)[C:4]1=[O:6]. Procedure: To a stirred solution of phthalic anhydride (1.76 g) in acetic acid (45 ml), 3-fluoro-4-hydrazinopyridine (1.52 g) was added. The reaction mixture was heated under reflux for 1 hr and concentrated in vacuo to give 3.88 g of 2-(3-fluoro-pyridin-4-ylamino)isoindole-1,3-dione. To a stirred solution of 2-(3-fluoropyridin-4-ylamino)isoindole-1,3-dione (3.88 g) in tetrahydrofuran (125 ml) at 0° C., lithium aluminum hydride (2.86 g) was added. The reaction mixture was allowed to warm to ambient tempera... Run in CN(C)C=O (DMF). The reactants are CN(C)C(=[N+](C)C)ON1C2=C(C=CC=C2)N=N1.[B-](F)(F)(F)F (TBTU), TEA, FC1=NC=C(C(=O)O)C=C1 (6-fluoro-nicotinic acid), FC(C(=O)O)(F)F.COC1=CC(=C(OC2=CC=C(CNC(=O)C3(CC3)N)C=C2)C=C1)C(F)(F)F (1-amino-cyclopropanecarboxylic acid 4-(4-methoxy-2-trifluoromethyl-phenoxy)-benzylamide-trifluoroacetic acid salt), TEA, CN(C)C(=[N+](C)C)ON1C2=C(C=CC=C2)N=N1.[B-](F)(F)(F)F (TBTU), FC1=NC=C(C(=O)O)C=C1 (6-fluoro-nicotinic acid). Reaction conditions: time 5 minute. Reaction SMILES: CN([C:4]([O:8]N1N=NC2C=CC=CC1=2)=[N+](C)C)C.[B-](F)(F)(F)F.[F:23][C:24]1[CH:32]=[CH:31][C:27](C(O)=O)=[CH:26][N:25]=1.FC(F)(F)C(O)=O.[CH3:40][O:41][C:42]1[CH:62]=[CH:61][C:45]([O:46][C:47]2[CH:60]=[CH:59][C:50]([CH2:51][NH:52][C:53]([C:55]3([NH2:58])[CH2:57][CH2:56]3)=[O:54])=[CH:49][CH:48]=2)=[C:44]([C:63]([F:66])([F:65])[F:64])[CH:43]=1>CN(C=O)C>[F:23][C:24]1[CH:32]=[C:31]([CH:27]=[CH:26][N:25]=1)[C:4]([NH:58][C:55]1([C:53](=[O:54])[NH:52][CH2:51][C:50]2[CH:59]=[CH:60][C:47]([O:46][C:45]3[CH:61]=[CH:62][C:42]([O:41][CH3:40])=[CH:43][C:44]=3[C:63]([F:64])([F:65])[F:66])=[CH:48][CH:49]=2)[CH2:56][CH2:57]1)=[O:8] |f:0.1,3.4|. Product: FC=1C=C(C(=O)NC2(CC2)C(NCC2=CC=C(C=C2)OC2=C(C=C(C=C2)OC)C(F)(F)F)=O)C=CN1 (2-fluoro-N-{1-[4-(4-methoxy-2-trifluoromethyl-phenoxy)-benzylcarbamoyl]-cyclopropyl}-isonicotinamide). Procedure: 68 μL (0.48 mmol) of TEA and 57 mg (0.19 mmol) of TBTU were added to a solution of 23 mg (0.16 mmol) of 6-fluoro-nicotinic acid in 2 mL DMF and the mixture was stirred for 5 min at RT. Then 80 mg (0.16 mmol) of 1-amino-cyclopropanecarboxylic acid 4-(4-methoxy-2-trifluoromethyl-phenoxy)-benzylamide-trifluoroacetic acid salt (from 85a) was added and the mixture was stirred for 2 h at ambient temperature. A further 57 mg (0.19 mmol) of TBTU, 68 μL (0.48 mmol) of TEA and 23 mg (0.16 mmol) of 6-fluor... The reactants are CCCCOCCOc1ccc(-c2ccc3c(c2)C=C(C(=O)Nc2ccc(SCc4ccccn4)c(C)c2)CCN3CC(C)C)cc1, ClCCl, O=C(OO)c1cccc(Cl)c1, [Na+], [Na+], O=S([O-])([O-])=S. The product is CCCCOCCOc1ccc(-c2ccc3c(c2)C=C(C(=O)Nc2ccc(S(=O)Cc4ccccn4)c(C)c2)CCN3CC(C)C)cc1. RXN SMILES: [CH2:1]([CH2:2][CH2:3][CH3:4])[O:5][CH2:6][CH2:7][O:8][c:9]1[cH:10][cH:11][c:12](-[c:15]2[cH:16][cH:17][c:18]3[c:19]([cH:47]2)[CH:20]=[C:21]([C:29](=[O:30])[NH:31][c:32]2[cH:33][c:34]([CH3:46])[c:35]([S:38][CH2:39][c:40]4[n:41][cH:42][cH:43][cH:44][cH:45]4)[cH:36][cH:37]2)[CH2:22][CH2:23][N:24]3[CH2:25][CH:26]([CH3:27])[CH3:28])[cH:13][cH:14]1.[CH2:66]([Cl:67])[Cl:68].[Cl:48][c:49]1[cH:50][cH:51][cH:52][c:53]([C:54]([O:55][OH:57])=[O:56])[cH:58]1.[Na+:64].[Na+:65].[S:59]([O-:60])([O-:61])(=[O:62])=[S:63]>>[CH2:1]([CH2:2][CH2:3][CH3:4])[O:5][CH2:6][CH2:7][O:8][c:9]1[cH:10][cH:11][c:12](-[c:15]2[cH:16][cH:17][c:18]3[c:19]([cH:47]2)[CH:20]=[C:21]([C:29](=[O:30])[NH:31][c:32]2[cH:33][c:34]([CH3:46])[c:35]([S:38]([CH2:39][c:40]4[n:41][cH:42][cH:43][cH:44][cH:45]4)=[O:56])[cH:36][cH:37]2)[CH2:22][CH2:23][N:24]3[CH2:25][CH:26]([CH3:27])[CH3:28])[cH:13][cH:14]1. Run at time 8 hour. Yields the product ClC=1C(=C2C3=C(C(N(C(C3=CC=C2)=O)O)=O)C1)N1CC(CC1)OC (5-Chloro-2-hydroxy-6-[3-methoxypyrrolidin-1-yl]-benzo[de]isoquinoline-1,3-dione). Reactants: C(=O)(C(F)(F)F)O (TFA), C(C)(C)(C)ON1C(C2=CC=CC=3C2=C(C1=O)C=C(C3N3CC(CC3)OC)Cl)=O (2-tert-butyloxy-5-chloro-6-[3-methoxypyrrolidin-1-yl]-benzo[de]isoquinoline-1,3-dione). Reaction SMILES: C(O)(C(F)(F)F)=O.C([O:12][N:13]1[C:22](=[O:23])[C:21]2[CH:24]=[C:25]([Cl:34])[C:26]([N:27]3[CH2:31][CH2:30][CH:29]([O:32][CH3:33])[CH2:28]3)=[C:19]3[C:20]=2[C:15](=[CH:16][CH:17]=[CH:18]3)[C:14]1=[O:35])(C)(C)C>>[Cl:34][C:25]1[C:26]([N:27]2[CH2:31][CH2:30][CH:29]([O:32][CH3:33])[CH2:28]2)=[C:19]2[CH:18]=[CH:17][CH:16]=[C:15]3[C:20]2=[C:21]([CH:24]=1)[C:22](=[O:23])[N:13]([OH:12])[C:14]3=[O:35]. Procedure: Following the procedure from Example 62, TFA (1.0 mL) and 2-tert-butyloxy-5-chloro-6-[3-methoxypyrrolidin-1-yl]-benzo[de]isoquinoline-1,3-dione (0.2 g, 0.5 mmol, from Example S2) was stirred at room temperature overnight, concentrated, and the solid recrystallized from ethanol/ether solution to give 0.02 of the title compound, mp 136-142° C. The reactants are BrC=1N=C2C(=NC1)NC=C2C(CC(C)C)=O (1-(2-bromo-5H-pyrrolo[2,3-b]pyrazin-7-yl)-3-methyl-butan-1-one), ClC=1N=C2C(=NC1)NC=C2C(CC(C)C)=O (1-(2-chloro-5H-pyrrolo[2,3-b]pyrazin-7-yl)-3-methyl-butan-1-one), C([O-])([O-])=O.[K+].[K+] (potassium carbonate), COC=1C=C(C=C(C1OC)OC)B(O)O (3,4,5-trimethoxyphenylboronic acid). The reagents and catalysts are C1=CC=C(C=C1)P([C-]2C=CC=C2)C3=CC=CC=C3.C1=CC=C(C=C1)P([C-]2C=CC=C2)C3=CC=CC=C3.Cl[Pd]Cl.[Fe+2].C(Cl)Cl (Pd(dppf)Cl2 DCM). Conditions: temperature 150 celsius. Product: CC(CC(=O)C1=CNC2=NC=C(N=C21)C2=CC(=C(C(=C2)OC)OC)OC)C (3-methyl-1-[2-(3,4,5-trimethoxy-phenyl)-5H-pyrrolo[2,3-b]pyrazin-7-yl]-butan-1-one). RXN SMILES: Br[C:2]1[N:3]=[C:4]2[C:10]([C:11](=[O:16])[CH2:12][CH:13]([CH3:15])[CH3:14])=[CH:9][NH:8][C:5]2=[N:6][CH:7]=1.ClC1N=C2C(C(=O)CC(C)C)=CNC2=NC=1.C(=O)([O-])[O-].[K+].[K+].[CH3:39][O:40][C:41]1[CH:42]=[C:43](B(O)O)[CH:44]=[C:45]([O:49][CH3:50])[C:46]=1[O:47][CH3:48]>C1C=CC(P(C2C=CC=CC=2)[C-]2C=CC=C2)=CC=1.C1C=CC(P(C2C=CC=CC=2)[C-]2C=CC=C2)=CC=1.Cl[Pd]Cl.[Fe+2].C(Cl)Cl>[CH3:14][CH:13]([CH3:15])[CH2:12][C:11]([C:10]1[C:4]2[C:5](=[N:6][CH:7]=[C:2]([C:43]3[CH:44]=[C:45]([O:49][CH3:50])[C:46]([O:47][CH3:48])=[C:41]([O:40][CH3:39])[CH:42]=3)[N:3]=2)[NH:8][CH:9]=1)=[O:16] |f:2.3.4,6.7.8.9.10|. Reported procedure: A mixture of 1-(2-bromo-5H-pyrrolo[2,3-b]pyrazin-7-yl)-3-methyl-butan-1-one and 1-(2-chloro-5H-pyrrolo[2,3-b]pyrazin-7-yl)-3-methyl-butan-1-one (55 mg), potassium carbonate (95 mg, 0.69 mmol), 3,4,5-trimethoxyphenylboronic acid (47 mg, 0.22 mmol) and Pd(dppf)Cl2-DCM (16 mg, 0.02 mmol) was placed in a 5 ml microwave vial. The vial was capped and purged with nitrogen. Solvent was added (2 ml of 20% aqueous dioxane) and the vial was purged again with nitrogen. The reaction mixture was heated in a m...